From a dataset of the Open Reaction Database (ORD), a public repository of structured organic reaction records. describe an organic reaction: reactants, conditions, products, and yield The reactants are Cc1cc(-c2ccc3nnc(CN)n3n2)sn1, CCC(C)O, CO, COc1cnc2c(Cl)ccnc2c1, N. The product is COc1cnc2c(NCc3nnc4ccc(-c5cc(C)ns5)nn34)ccnc2c1. RXN SMILES: [CH3:1][c:2]1[n:3][s:4][c:5](-[c:7]2[cH:8][cH:9][c:10]3[n:11]([n:12]2)[c:13]([CH2:16][NH2:17])[n:14][n:15]3)[cH:6]1.[CH3:31][CH:32]([OH:33])[CH2:34][CH3:35].[CH3:37][OH:38].[Cl:18][c:19]1[cH:20][cH:21][n:22][c:23]2[cH:24][c:25]([O:29][CH3:30])[cH:26][n:27][c:28]12.[NH3:36]>>[CH3:1][c:2]1[n:3][s:4][c:5](-[c:7]2[cH:8][cH:9][c:10]3[n:11]([n:12]2)[c:13]([CH2:16][NH:17][c:19]2[cH:20][cH:21][n:22][c:23]4[cH:24][c:25]([O:29][CH3:30])[cH:26][n:27][c:28]24)[n:14][n:15]3)[cH:6]1. The reactants are N1=CC(=CC2=CC=CC=C12)C=CC(=O)[O-] (3-quinolineacrylate), C(C)O (ethanol). The reagents and catalysts are [Pd] (Palladium on charcoal). Yields the product N1=CC(=CC2=CC=CC=C12)CCC(=O)OCC (ethyl 3-quinolinepropionate). RXN SMILES: [N:1]1[C:10]2[C:5](=[CH:6][CH:7]=[CH:8][CH:9]=2)[CH:4]=[C:3]([CH:11]=[CH:12][C:13]([O-:15])=[O:14])[CH:2]=1.[CH2:16](O)[CH3:17]>[Pd]>[N:1]1[C:10]2[C:5](=[CH:6][CH:7]=[CH:8][CH:9]=2)[CH:4]=[C:3]([CH2:11][CH2:12][C:13]([O:15][CH2:16][CH3:17])=[O:14])[CH:2]=1. Procedure details: 3-quinolineacrylate (51.68 g) was dissolved in ethanol (170 ml) and hydrogenated at 37° and a pressure of 50 psi using 10% Palladium on charcoal to give ethyl 3-quinolinepropionate. Reactants: CC(=O)Oc1ccc(C(=O)O)cc1, CN(C)C=O, O=S(Cl)Cl, c1ccccc1. Yields the product CC(=O)Oc1ccc(C(=O)O)cc1, [Cl-]. RXN SMILES: [C:1]([CH3:2])(=[O:3])[O:4][c:5]1[cH:6][cH:7][c:8]([C:9](=[O:10])[OH:11])[cH:12][cH:13]1.[CH3:18][N:19]([CH3:20])[CH:21]=[O:22].[S:14]([Cl:15])([Cl:16])=[O:17].[cH:23]1[cH:24][cH:25][cH:26][cH:27][cH:28]1>>[C:1]([CH3:2])(=[O:3])[O:4][c:5]1[cH:6][cH:7][c:8]([C:9](=[O:10])[OH:11])[cH:12][cH:13]1.[Cl-:16]. Reactants: FeCl3, C(C)(C)(C)OC(=O)N1CCC(CC1)CCO (1-(tert-butoxycarbonyl)-4-(2-hydroxyethyl)piperidine), C1(CCCCC1)=O (cyclohexanone), [SiH](CC)(CC)CC (Et3SiH). The solvent is C[N+](=O)[O-] (MeNO2), C[N+](=O)[O-] (MeNO2). Run at time 112 hour. Yields the product C(C)(C)(C)OC(=O)N1CCC(CC1)CCOC1CCCCC1 (1-(tert-butoxycarbonyl)-4-[2-(cyclohexyloxy)ethyl]piperidine). RXN SMILES: [C:1]([O:5][C:6]([N:8]1[CH2:13][CH2:12][CH:11]([CH2:14][CH2:15][OH:16])[CH2:10][CH2:9]1)=[O:7])([CH3:4])([CH3:3])[CH3:2].[C:17]1(=O)[CH2:22][CH2:21][CH2:20][CH2:19][CH2:18]1.[SiH](CC)(CC)CC>C[N+]([O-])=O>[C:1]([O:5][C:6]([N:8]1[CH2:13][CH2:12][CH:11]([CH2:14][CH2:15][O:16][CH:17]2[CH2:22][CH2:21][CH2:20][CH2:19][CH2:18]2)[CH2:10][CH2:9]1)=[O:7])([CH3:4])([CH3:3])[CH3:2]. Reported procedure: A solution of 1-(tert-butoxycarbonyl)-4-(2-hydroxyethyl)piperidine (229 mg, 1.0 mmol) and cyclohexanone (86 μL, 0.83 mmol) in MeNO2 (2 mL), followed by Et3SiH (160 μL, 1.0 mmol) were added successively to a suspension of FeCl3 (35 mg, 0.20 mmol) in MeNO2 (3 mL) at room temperature under Ar protection. After the mixture was stirred at rt for 112 h, the reaction was quenched by addition of phosphate buffer (pH 7). The mixture was extracted with CH2Cl2, and the organic layer was dried over Na2SO4. ...